Task: describe an organic reaction: reactants, conditions, products, and yield. Dataset: the Open Reaction Database (ORD), a public repository of structured organic reaction records Starting materials: FC=1C=C2C(C(=O)OC2=O)=CC1 (4-fluorophthalic anhydride), C1(CC1)CNCC(=O)OCC (ethyl 2-(cyclopropylmethylamino)acetate), C(C)O.[O-]CC.[Na+] (sodium ethoxide ethanol), C([O-])([O-])=O.[K+].[K+] (potassium carbonate), C(C)I (ethyl iodide), Cl (hydrochloric acid). Run in O1CCCC1 (tetrahydrofuran), O (water), O (water). Reaction conditions: time 3 hour. The product is C1(CC1)CN1C(C2=CC(=CC=C2C(=C1C(=O)OCC)O)F)=O (ethyl 2-cyclopropylmethyl-7-fluoro-4-hydroxy-1-oxo-1,2-dihydro-3-isoquinolinecarboxylate). Isolated yield 28.6%. RXN SMILES: [F:1][C:2]1[CH:3]=[C:4]2[C:9](=[O:10])[O:8][C:6](=O)[C:5]2=[CH:11][CH:12]=1.[CH:13]1([CH2:16][NH:17][CH2:18][C:19]([O:21][CH2:22][CH3:23])=[O:20])[CH2:15][CH2:14]1.C(=O)([O-])[O-].[K+].[K+].C(I)C.C(O)C.[O-]CC.[Na+].Cl>O1CCCC1.O>[CH:13]1([CH2:16][N:17]2[C:18]([C:19]([O:21][CH2:22][CH3:23])=[O:20])=[C:6]([OH:8])[C:5]3[C:4](=[CH:3][C:2]([F:1])=[CH:12][CH:11]=3)[C:9]2=[O:10])[CH2:14][CH2:15]1 |f:2.3.4,6.7.8|. Reported procedure: A solution of 4-fluorophthalic anhydride (24.99 g, 150 mmol) and ethyl 2-(cyclopropylmethylamino)acetate (23.58 g, 150 mmol) in tetrahydrofuran (200 mL) was stirred at room temperature for 1 h. The reaction mixture was poured into water and extracted with ethyl acetate. The extract was washed with brine, dried over anhydrous magnesium sulfate and concentrated under reduced pressure. The residue was dissolved, in N,N-dimethylformamide (200 mL) and potassium carbonate (20.73 g, 150 mmol) and ethyl... The reactants are [NH4+], [OH-], S=c1[nH]ccn1-c1ccncc1. Product: c1cc(-n2ccnc2)ccn1. RXN SMILES: [NH4+:13].[OH-:14].[n:1]1[cH:2][cH:3][c:4](-[n:7]2[c:8](=[S:12])[nH:9][cH:10][cH:11]2)[cH:5][cH:6]1>>[n:1]1[cH:2][cH:3][c:4](-[n:7]2[cH:8][n:9][cH:10][cH:11]2)[cH:5][cH:6]1. The reactants are CN(C(=O)Cl)C (dimethylcarbamyl chloride), NCCCCN1C(=NC=2C(=NC=C(C21)C)N)COCC (1-(4-aminobutyl)-2-(ethoxymethyl)-7-methyl-1H-imidazo[4,5-c]pyridin-4-amine). Yields the product NC1=NC=C(C2=C1N=C(N2CCCCNC(N(C)C)=O)COCC)C (N′-{4-[4-amino-2-(ethoxymethyl)-7-methyl-1H-imidazo[4,5-c]pyridin-1-yl]butyl}-N,N-dimethylurea). Reaction SMILES: [CH3:1][N:2]([CH3:6])[C:3](Cl)=[O:4].[NH2:7][CH2:8][CH2:9][CH2:10][CH2:11][N:12]1[C:20]2[C:19]([CH3:21])=[CH:18][N:17]=[C:16]([NH2:22])[C:15]=2[N:14]=[C:13]1[CH2:23][O:24][CH2:25][CH3:26]>>[NH2:22][C:16]1[C:15]2[N:14]=[C:13]([CH2:23][O:24][CH2:25][CH3:26])[N:12]([CH2:11][CH2:10][CH2:9][CH2:8][NH:7][C:3](=[O:4])[N:2]([CH3:6])[CH3:1])[C:20]=2[C:19]([CH3:21])=[CH:18][N:17]=1. Procedure: Using the method of Examples 147-164, dimethylcarbamyl chloride was reacted with 1-(4-aminobutyl)-2-(ethoxymethyl)-7-methyl-1H-imidazo[4,5-c]pyridin-4-amine to provide the desired compound. The observed accurate mass was 349.2334. Starting materials: C(C1=CC=CC=C1)OC(=O)N[C@@H](CC1=CC=C(C=C1)OC)C(=O)O (N-(benzyloxycarbonyl)-3-(4-methoxyphenyl)-L-alanine), ClC(=O)OCC(C)C (isobutyl chloroformate), [N+](=[N-])=C (diazomethane). Product: COC1=CC=C(C=C1)C[C@@H](C(C=[N+]=[N-])=O)NC(OCC1=CC=CC=C1)=O (benzyl [2-(4-methoxyphenyl)-1(S)-(2-diazoacetyl)ethyl]carbamate). As a reaction SMILES: [CH2:1]([O:8][C:9]([NH:11][C@H:12]([C:22]([OH:24])=O)[CH2:13][C:14]1[CH:19]=[CH:18][C:17]([O:20][CH3:21])=[CH:16][CH:15]=1)=[O:10])[C:2]1[CH:7]=[CH:6][CH:5]=[CH:4][CH:3]=1.ClC(OCC(C)C)=O.[N+:33](=[CH2:35])=[N-:34]>>[CH3:21][O:20][C:17]1[CH:16]=[CH:15][C:14]([CH2:13][C@H:12]([NH:11][C:9](=[O:10])[O:8][CH2:1][C:2]2[CH:3]=[CH:4][CH:5]=[CH:6][CH:7]=2)[C:22](=[O:24])[CH:35]=[N+:33]=[N-:34])=[CH:19][CH:18]=1. Procedure: In a manner analogous to that described in Example 19(i), 3.10 g of N-(benzyloxycarbonyl)-3-(4-methoxyphenyl)-L-alanine were treated with isobutyl chloroformate followed by diazomethane to give 2.83 g of benzyl [2-(4-methoxyphenyl)-1(S)-(2-diazoacetyl)ethyl]carbamate as a pale yellow solid of melting point 88°-90° C. Reactants: ClC1=CC=C2C(=CNC2=C1)C(=O)N1CCC(CC1)C1=C(C=CC=C1OC)OC ((6-chloro-1H-indol-3-yl)-[4-(2,6-dimethoxy-phenyl)-piperidin-1-yl]-methanone), ClCC1=CC(=CC(=C1)F)F (1-chloromethyl-3,5-difluoro-benzene). Yields the product ClC1=CC=C2C(=CN(C2=C1)CC1=CC(=CC(=C1)F)F)C(=O)N1CCC(CC1)C1=C(C=CC=C1OC)OC ([6-Chloro-1-(3,5-difluoro-benzyl)-1H-indol-3-yl]-[4-(2,6-dimethoxy-phenyl)-piperidin-1-yl]-methanone). Reaction SMILES: [Cl:1][C:2]1[CH:10]=[C:9]2[C:5]([C:6]([C:11]([N:13]3[CH2:18][CH2:17][CH:16]([C:19]4[C:24]([O:25][CH3:26])=[CH:23][CH:22]=[CH:21][C:20]=4[O:27][CH3:28])[CH2:15][CH2:14]3)=[O:12])=[CH:7][NH:8]2)=[CH:4][CH:3]=1.Cl[CH2:30][C:31]1[CH:36]=[C:35]([F:37])[CH:34]=[C:33]([F:38])[CH:32]=1>>[Cl:1][C:2]1[CH:10]=[C:9]2[C:5]([C:6]([C:11]([N:13]3[CH2:14][CH2:15][CH:16]([C:19]4[C:24]([O:25][CH3:26])=[CH:23][CH:22]=[CH:21][C:20]=4[O:27][CH3:28])[CH2:17][CH2:18]3)=[O:12])=[CH:7][N:8]2[CH2:30][C:31]2[CH:36]=[C:35]([F:37])[CH:34]=[C:33]([F:38])[CH:32]=2)=[CH:4][CH:3]=1. Procedure details: Following general procedure II, the alkylation of (6-chloro-1H-indol-3-yl)-[4-(2,6-dimethoxy-phenyl)-piperidin-1-yl]-methanone (preparation described herein), with (commercially available) 1-chloromethyl-3,5-difluoro-benzene gave the title compound. Starting materials: OC1=C(C=C2C=NNC(C2=C1)=O)[N+](=O)[O-] (7-Hydroxy-6-nitro-1(2H)-phthalazinone), OC1=CC=C2C=NNC(C2=C1)=O (7-hydroxy-1(2H)-phthalazinone), [H][H] (hydrogen). Reagents/catalysts: [Pd] (palladium on charcoal). The solvent is [OH-].[Na+] (sodium hydroxide). Product: NC=1C=C2C=NNC(C2=CC1O)=O (6-amino-7-hydroxy-1(2H)-phthalazinone). RXN SMILES: [OH:1][C:2]1[CH:11]=[C:10]2[C:5]([CH:6]=[N:7][NH:8][C:9]2=[O:12])=[CH:4][C:3]=1[N+:13]([O-])=O.OC1C=C2C(C=NNC2=O)=CC=1.[H][H]>[OH-].[Na+].[Pd]>[NH2:13][C:3]1[CH:4]=[C:5]2[C:10](=[CH:11][C:2]=1[OH:1])[C:9](=[O:12])[NH:8][N:7]=[CH:6]2 |f:3.4|. Reported procedure: 7-Hydroxy-6-nitro-1(2H)-phthalazinone (which may be prepared by the nitration of 7-hydroxy-1(2H)-phthalazinone) is dissolved in aqueous sodium hydroxide, reduced with hydrogen and 10% palladium on charcoal catalyst and the solution filtered and neutralised to give 6-amino-7-hydroxy-1(2H)-phthalazinone. Starting materials: CN1N=C(C(=C1C)C=1C=C(COC2=CC=C(C=C2)CCC(=O)OC)C=CC1)C (methyl 3-(4-{[3-(1,3,5-trimethyl-1H-pyrazol-4-yl)benzyl]oxy}phenyl)propanoate), [OH-].[Na+] (sodium hydroxide), C(CC(O)(C(=O)O)CC(=O)O)(=O)O (citric acid), O (Water). Run in CO (methanol), O1CCCC1 (tetrahydrofuran). Conditions: time 20 hour. Yields the product CN1N=C(C(=C1C)C=1C=C(COC2=CC=C(C=C2)CCC(=O)O)C=CC1)C (3-(4-{[3-(1,3,5-trimethyl-1H-pyrazol-4-yl)benzyl]oxy}phenyl)propanoic acid). The yield is 100.3%. RXN SMILES: [CH3:1][N:2]1[C:6]([CH3:7])=[C:5]([C:8]2[CH:9]=[C:10]([CH:25]=[CH:26][CH:27]=2)[CH2:11][O:12][C:13]2[CH:18]=[CH:17][C:16]([CH2:19][CH2:20][C:21]([O:23]C)=[O:22])=[CH:15][CH:14]=2)[C:4]([CH3:28])=[N:3]1.[OH-].[Na+].O.C(O)(=O)CC(CC(O)=O)(C(O)=O)O>CO.O1CCCC1>[CH3:1][N:2]1[C:6]([CH3:7])=[C:5]([C:8]2[CH:9]=[C:10]([CH:25]=[CH:26][CH:27]=2)[CH2:11][O:12][C:13]2[CH:18]=[CH:17][C:16]([CH2:19][CH2:20][C:21]([OH:23])=[O:22])=[CH:15][CH:14]=2)[C:4]([CH3:28])=[N:3]1 |f:1.2|. Procedure: To a mixed solution of methyl 3-(4-{[3-(1,3,5-trimethyl-1H-pyrazol-4-yl)benzyl]oxy}phenyl)propanoate (0.406 g, 1.07 mmol) in methanol (5 mL) and tetrahydrofuran (5 mL) was added 2 M aqueous sodium hydroxide solution (1.5 mL), and the mixture was stirred at room temperature for 20 hr. Water was added to the reaction mixture, and the mixture was neutralized with 10% aqueous citric acid solution and extracted with ethyl acetate. The extract washed with saturated brine, dried over anhydrous sodium s... Reactants: BrC1=NC=C(C(=O)O)C=C1 (6-Bromonicotinic acid), S(=O)(Cl)Cl (thionyl chloride), COC1=CC=C(C=C1)N (p-anisidine), C([O-])([O-])=O.[Na+].[Na+] (sodium carbonate). Run at time 4 hour. Product: ClC1=NC=C(C(=O)NC2=CC=C(C=C2)OC)C=C1 (6-chloro-N-(4-methoxyphenyl)nicotinamide). Reaction SMILES: Br[C:2]1[CH:10]=[CH:9][C:5]([C:6]([OH:8])=O)=[CH:4][N:3]=1.[CH3:11][O:12][C:13]1[CH:18]=[CH:17][C:16]([NH2:19])=[CH:15][CH:14]=1.C(=O)([O-])[O-].[Na+].[Na+].S(Cl)([Cl:28])=O>>[Cl:28][C:2]1[CH:10]=[CH:9][C:5]([C:6]([NH:19][C:16]2[CH:17]=[CH:18][C:13]([O:12][CH3:11])=[CH:14][CH:15]=2)=[O:8])=[CH:4][N:3]=1 |f:2.3.4|. Procedure: 6-Bromonicotinic acid (200 mg, 0.99 mmol) was heated at reflux in thionyl chloride (2 ml) for 3 hrs. The reaction was allowed to cool to room temperature and the excess thionyl chloride evaporated under vacuum. The residue was dissolved in DCM (2 ml), p-anisidine (123 mg, 0.10 mmol) and sodium carbonate (500 mg) were added to the solution. The reaction was stirred at room temperature for 4 hrs, filtered and the filtrate reduced to dryness under vacuum to give 6-chloro-N-(4-methoxyphenyl)nicotina... The reactants are ClC=1SC(=CN1)C=NN1C(C(=C(C2=CC=CC=C12)O)C1=NS(C2=C(N1)C=CC=C2)(=O)=O)=O (1-{[(2-chloro-1,3-thiazol-5-yl)methylene]amino}-3-(1,1-dioxido-4H-1,2,4-benzothiadiazin-3-yl)-4-hydroxyquinolin-2(1H)-one), CO (methanol), solution, [BH4-].[Li+] (lithium borohydride), Cl (hydrochloric acid). Solvent: O1CCCC1 (tetrahydrofuran), O1CCCC1 (tetrahydrofuran), O (water). Conditions: temperature 25 celsius, time 1 hour. The product is ClC=1SC(=CN1)CNN1C(C(=C(C2=CC=CC=C12)O)C1=NS(C2=C(N1)C=CC=C2)(=O)=O)=O (1-{[(2-chloro-1,3-thiazol-5-yl)methyl]amino}-3-(1,1-dioxido-4H-1,2,4-benzothiadiazin-3-yl)-4-hydroxyquinolin-2(1H)-one). As a reaction SMILES: [Cl:1][C:2]1[S:3][C:4]([CH:7]=[N:8][N:9]2[C:18]3[C:13](=[CH:14][CH:15]=[CH:16][CH:17]=3)[C:12]([OH:19])=[C:11]([C:20]3[NH:25][C:24]4[CH:26]=[CH:27][CH:28]=[CH:29][C:23]=4[S:22](=[O:31])(=[O:30])[N:21]=3)[C:10]2=[O:32])=[CH:5][N:6]=1.CO.[BH4-].[Li+].Cl>O1CCCC1.O>[Cl:1][C:2]1[S:3][C:4]([CH2:7][NH:8][N:9]2[C:18]3[C:13](=[CH:14][CH:15]=[CH:16][CH:17]=3)[C:12]([OH:19])=[C:11]([C:20]3[NH:25][C:24]4[CH:26]=[CH:27][CH:28]=[CH:29][C:23]=4[S:22](=[O:30])(=[O:31])[N:21]=3)[C:10]2=[O:32])=[CH:5][N:6]=1 |f:2.3|. Procedure details: The product of Example 262A (0.040 g, 0.082 mmol) in tetrahydrofuran (1.7 mL) and methanol (0.007 mL, 0.164 mmol) at 0° C. was treated with dropwise addition of a 2.0M solution of lithium borohydride in tetrahydrofuran (0.064 mL, 0.128 mmol). The reaction was stirred at 25° C. for 1 hour, acidified with 1 M hydrochloric acid to a pH of approximately 2-4, diluted with water (5.0 mL), and the resulting precipitate was collected by filtration and dried. The crude product was triturated with dichlor...